From a dataset of the Open Reaction Database (ORD), a public repository of structured organic reaction records. describe an organic reaction: reactants, conditions, products, and yield Starting materials: COC=1C(=NC2=CC=C(C=C2N1)OC)NC(OCC)=O (Ethyl N-(3,6-dimethoxyquinoxalin-2-yl)carbamate), ClC=1C=C(C=CC1)N1CCNCC1 (1-(3-chlorophenyl)piperazine). The product is COC=1C(=NC2=CC=C(C=C2N1)OC)NC(=O)N1CCN(CC1)C1=CC(=CC=C1)Cl (1-[(3,6-Dimethoxyquinoxalin-2-yl)aminocarbonyl]-4-(3-chlorophenyl)piperazine). Yield: 85.0%. RXN SMILES: [CH3:1][O:2][C:3]1[C:4]([NH:15][C:16](=[O:20])OCC)=[N:5][C:6]2[C:11]([N:12]=1)=[CH:10][C:9]([O:13][CH3:14])=[CH:8][CH:7]=2.[Cl:21][C:22]1[CH:23]=[C:24]([N:28]2[CH2:33][CH2:32][NH:31][CH2:30][CH2:29]2)[CH:25]=[CH:26][CH:27]=1>>[CH3:1][O:2][C:3]1[C:4]([NH:15][C:16]([N:31]2[CH2:30][CH2:29][N:28]([C:24]3[CH:25]=[CH:26][CH:27]=[C:22]([Cl:21])[CH:23]=3)[CH2:33][CH2:32]2)=[O:20])=[N:5][C:6]2[C:11]([N:12]=1)=[CH:10][C:9]([O:13][CH3:14])=[CH:8][CH:7]=2. Procedure: Ethyl N-(3,6-dimethoxyquinoxalin-2-yl)carbamate and 1-(3-chlorophenyl)piperazine were reacted by the same way with the example 148 to obtain the titled compound (yield, 85%). 1H NMR (300 MHz, CDCl3): δ 2.29 (s, 4H), 3.74 (s, 4H), 3.90 (s, 3H), 4.13 (s, 4H), 6.78-6.89 (m, 3H), 7.15-7.27 (m, 4H), 7.73 (d, J=9.7 Hz, 1H). The reactants are O=C(c1ncc[nH]1)c1ncc[nH]1, COc1cc(Nc2nc3cc(C(=O)O)ccc3n2CCCN(C)CCc2ccccn2)cc(OC)c1, CN(C)C=O, ClC(Cl)Cl, ClCCl, C1CCOC1, NCCc1cccs1. Product: COc1cc(Nc2nc3cc(C(=O)CCc4cccs4)ccc3n2CCCN(C)CCc2ccccn2)cc(OC)c1. As a reaction SMILES: [C:1]([c:2]1[nH:3][cH:4][cH:5][n:6]1)([c:7]1[nH:8][cH:9][cH:10][n:11]1)=[O:12].[CH3:13][O:14][c:15]1[cH:16][c:17]([NH:23][c:24]2[n:25][c:26]3[c:27]([n:28]2[CH2:29][CH2:30][CH2:31][N:32]([CH2:33][CH2:34][c:35]2[n:36][cH:37][cH:38][cH:39][cH:40]2)[CH3:41])[cH:42][cH:43][c:44]([C:46](=[O:47])[OH:48])[cH:45]3)[cH:18][c:19]([O:21][CH3:22])[cH:20]1.[CH3:61][N:62]([CH3:63])[CH:64]=[O:65].[CH:57]([Cl:58])([Cl:59])[Cl:60].[Cl:71][CH2:72][Cl:73].[O:66]1[CH2:67][CH2:68][CH2:69][CH2:70]1.[s:49]1[c:50]([CH2:54][CH2:55][NH2:56])[cH:51][cH:52][cH:53]1>>[CH3:13][O:14][c:15]1[cH:16][c:17]([NH:23][c:24]2[n:25][c:26]3[c:27]([n:28]2[CH2:29][CH2:30][CH2:31][N:32]([CH2:33][CH2:34][c:35]2[n:36][cH:37][cH:38][cH:39][cH:40]2)[CH3:41])[cH:42][cH:43][c:44]([C:46](=[O:47])[CH2:55][CH2:54][c:50]2[s:49][cH:53][cH:52][cH:51]2)[cH:45]3)[cH:18][c:19]([O:21][CH3:22])[cH:20]1. Starting materials: CC(C)(C)C(=Cc1ccc(C(=C2C3CCCC2CCC3)c2ccc(O)cc2)cc1)C(=O)[O-], Cc1ccccc1, ClCCl, O=C(O)C(F)(F)F. Product: O=C(O)C=Cc1ccc(C(=C2C3CCCC2CCC3)c2ccc(O)cc2)cc1. RXN SMILES: [CH3:1][C:2]([CH3:3])([CH3:4])[C:5]([C:6](=[O:7])[O-:8])=[CH:9][c:10]1[cH:11][cH:12][c:13]([C:16]([c:17]2[cH:18][cH:19][c:20]([OH:23])[cH:21][cH:22]2)=[C:24]2[CH:25]3[CH2:26][CH2:27][CH2:28][CH:29]2[CH2:30][CH2:31][CH2:32]3)[cH:14][cH:15]1.[CH3:43][c:44]1[cH:45][cH:46][cH:47][cH:48][cH:49]1.[Cl:40][CH2:41][Cl:42].[F:33][C:34]([F:35])([F:36])[C:37]([OH:38])=[O:39]>>[CH:5]([C:6](=[O:7])[OH:8])=[CH:9][c:10]1[cH:11][cH:12][c:13]([C:16]([c:17]2[cH:18][cH:19][c:20]([OH:23])[cH:21][cH:22]2)=[C:24]2[CH:25]3[CH2:26][CH2:27][CH2:28][CH:29]2[CH2:30][CH2:31][CH2:32]3)[cH:14][cH:15]1. Reactants: CC(=O)O, O=C1c2cc(SC(F)(F)F)ccc2CCn2cccc21, OO. Product: O=C1c2cc(S(=O)C(F)(F)F)ccc2CCn2cccc21. Reaction SMILES: [CH3:23][C:24](=[O:25])[OH:26].[F:1][C:2]([S:3][c:4]1[cH:5][c:6]2[c:7]([cH:17][cH:18]1)[CH2:8][CH2:9][n:10]1[c:11]([cH:14][cH:15][cH:16]1)[C:12]2=[O:13])([F:19])[F:20].[OH:21][OH:22]>>[F:1][C:2]([S:3]([c:4]1[cH:5][c:6]2[c:7]([cH:17][cH:18]1)[CH2:8][CH2:9][n:10]1[c:11]([cH:14][cH:15][cH:16]1)[C:12]2=[O:13])=[O:21])([F:19])[F:20]. Starting materials: BrCCCCBr, O=C([O-])[O-], CN(C)C=O, CCCc1cc(C(OCOC)(C(F)(F)F)C(F)(F)F)ccc1O, [K+], [K+], O. Product: CCCc1cc(C(OCOC)(C(F)(F)F)C(F)(F)F)ccc1OCCCCBr. As a reaction SMILES: [Br:30][CH2:31][CH2:32][CH2:33][CH2:34][Br:35].[C:1](=[O:2])([O-:3])[O-:4].[CH3:37][N:38]([CH3:39])[CH:40]=[O:41].[F:7][C:8]([C:9]([C:10]([F:11])([F:12])[F:13])([O:14][CH2:15][O:16][CH3:17])[c:18]1[cH:19][c:20]([CH2:25][CH2:26][CH3:27])[c:21]([OH:24])[cH:22][cH:23]1)([F:28])[F:29].[K+:5].[K+:6].[OH2:36]>>[F:7][C:8]([C:9]([C:10]([F:11])([F:12])[F:13])([O:14][CH2:15][O:16][CH3:17])[c:18]1[cH:19][c:20]([CH2:25][CH2:26][CH3:27])[c:21]([O:24][CH2:34][CH2:33][CH2:32][CH2:31][Br:30])[cH:22][cH:23]1)([F:28])[F:29].